From a dataset of the Open Reaction Database (ORD), a public repository of structured organic reaction records. describe an organic reaction: reactants, conditions, products, and yield The reactants are FC1=C2C=C(COC2=CC(=C1)OCOC)C=O (5-Fluoro-7-(methoxymethoxy)-2H-chromene-3-carbaldehyde), Cl (HCl). Solvent: CC(=O)C (acetone). Product: FC1=C2C=C(COC2=CC(=C1)O)C=O (5-fluoro-7-hydroxy-2H-chromene-3-carbaldehyde). The yield is 77.7%. RXN SMILES: [F:1][C:2]1[CH:11]=[C:10]([O:12]COC)[CH:9]=[C:8]2[C:3]=1[CH:4]=[C:5]([CH:16]=[O:17])[CH2:6][O:7]2.Cl>CC(C)=O>[F:1][C:2]1[CH:11]=[C:10]([OH:12])[CH:9]=[C:8]2[C:3]=1[CH:4]=[C:5]([CH:16]=[O:17])[CH2:6][O:7]2. Procedure details: 5-Fluoro-7-(methoxymethoxy)-2H-chromene-3-carbaldehyde (1.5 g) was dissolved in acetone (25 mL), and 1 M HCl (20 mL) was added thereto, followed by heating and refluxing for 5 hours. The reaction liquid was concentrated and the residue was dissolved in EtOAc, washed with water and brine, and dried over MgSO4, and the filtrate was concentrated. The residue was washed with chloroform to obtain 5-fluoro-7-hydroxy-2H-chromene-3-carbaldehyde (0.95 g) as a yellow powder. Starting materials: COC(=O)c1ccc(NC(=O)c2ccccn2)cc1F, [Na+], [Na+], O=C([O-])[O-], O, O=[N+]([O-])O. Yields the product COC(=O)c1cc([N+](=O)[O-])c(NC(=O)c2ccccn2)cc1F. As a reaction SMILES: [F:5][c:6]1[c:7]([C:8](=[O:9])[O:10][CH3:11])[cH:12][cH:13][c:14]([NH:16][C:17](=[O:18])[c:19]2[n:20][cH:21][cH:22][cH:23][cH:24]2)[cH:15]1.[Na+:25].[Na+:26].[O-:27][C:28](=[O:29])[O-:30].[OH2:31].[OH:1][N+:2]([O-:3])=[O:4]>>[O-:1][N+:2](=[O:4])[c:13]1[cH:12][c:7]([C:8](=[O:9])[O:10][CH3:11])[c:6]([F:5])[cH:15][c:14]1[NH:16][C:17](=[O:18])[c:19]1[n:20][cH:21][cH:22][cH:23][cH:24]1. Starting materials: C(C)N(CCNC=1NC2=C(N1)C=CC=C2)CC (2-(2-diethylaminoethylamino) benzimidazole), BrCCCCl (1-bromo-3-chloropropane). The solvent is C=1(C(=CC=CC1)C)C (xylene). Yields the product C(C)N(CCN1CCCN2C1=NC1=C2C=CC=C1)CC (1-(2-Diethylaminoethyl)-1,2,3,4-tetrahydropyrimido[1,2-a]benzimidazole). As a reaction SMILES: [CH2:1]([N:3]([CH2:16][CH3:17])[CH2:4][CH2:5][NH:6][C:7]1[NH:8][C:9]2[CH:15]=[CH:14][CH:13]=[CH:12][C:10]=2[N:11]=1)[CH3:2].Br[CH2:19][CH2:20][CH2:21]Cl>C1(C)C(C)=CC=CC=1>[CH2:16]([N:3]([CH2:1][CH3:2])[CH2:4][CH2:5][N:6]1[C:7]2=[N:8][C:9]3[CH:15]=[CH:14][CH:13]=[CH:12][C:10]=3[N:11]2[CH2:21][CH2:20][CH2:19]1)[CH3:17]. Reported procedure: Heat at reflux for 12 hours a mixture of 1.16 g (5 mmol) of 2-(2-diethylaminoethylamino) benzimidazole and 0.6 ml (5 mmol) of 1-bromo-3-chloropropane in 10 ml of xylene. After cooling, the xylene is decanted off and the residual oil is treated with petroleum ether. Evaporate the remaining petroleum ether and treat with ammonium hydroxide. Extract with chloroform. The combined organic phases are concentrated and passed over a column of alumina eluted with chloroform. The evaporation of the solven... Procedure: The title compound is prepared from 2-bromo-1,3-dimethyl-5-(4,4,5,5-tetramethyl-[1,3,2]dioxaborolan-2-yl)-benzene and 3-bromo-6-methyl-pyridazine following a procedure analogous to that described in Step 1 of Intermediate 56. LC (method 9): tR=1.11 min; Mass spectrum (ESI+): m/z=277/279 (Br) [M+H]+. Starting materials: BrC1=C(C=C(C=C1C)B1OC(C(O1)(C)C)(C)C)C (2-bromo-1,3-dimethyl-5-(4,4,5,5-tetramethyl-[1,3,2]dioxaborolan-2-yl)-benzene), BrC=1N=NC(=CC1)C (3-bromo-6-methyl-pyridazine), Intermediate 56. RXN SMILES: [Br:1][C:2]1[C:7]([CH3:8])=[CH:6][C:5](B2OC(C)(C)C(C)(C)O2)=[CH:4][C:3]=1[CH3:18].Br[C:20]1[N:21]=[N:22][C:23]([CH3:26])=[CH:24][CH:25]=1>>[Br:1][C:2]1[C:3]([CH3:18])=[CH:4][C:5]([C:20]2[N:21]=[N:22][C:23]([CH3:26])=[CH:24][CH:25]=2)=[CH:6][C:7]=1[CH3:8]. Product: BrC1=C(C=C(C=C1C)C=1N=NC(=CC1)C)C (3-(4-Bromo-3,5-dimethyl-phenyl)-6-methyl-pyridazine).